Dataset: the Open Reaction Database (ORD), a public repository of structured organic reaction records. Task: describe an organic reaction: reactants, conditions, products, and yield The reactants are O=C1OC(=O)C2=C1CCCC2, CC(=O)O, COC(=O)Oc1cc(N)c(F)cc1Cl, O. The product is COC(=O)Oc1cc(N2C(=O)C3=C(CCCC3)C2=O)c(F)cc1Cl. As a reaction SMILES: [C:15]1(=[O:25])[C:16]2=[C:17]([C:18](=[O:19])[O:20]1)[CH2:21][CH2:22][CH2:23][CH2:24]2.[CH3:27][C:28](=[O:29])[OH:30].[F:1][c:2]1[c:3]([NH2:4])[cH:5][c:6]([O:10][C:11](=[O:12])[O:13][CH3:14])[c:7]([Cl:9])[cH:8]1.[OH2:26]>>[F:1][c:2]1[c:3]([N:4]2[C:15](=[O:20])[C:16]3=[C:17]([C:18]2=[O:19])[CH2:21][CH2:22][CH2:23][CH2:24]3)[cH:5][c:6]([O:10][C:11](=[O:12])[O:13][CH3:14])[c:7]([Cl:9])[cH:8]1. The reactants are N1=C(C=CC2=CC=CC=C12)COC1=CC=C(C=C1)CCC(CCC1=CC=C(C=C1)OCC1=NC2=CC=CC=C2C=C1)=O (1,5-bis(4-(2-quinolylmethoxy)phenyl)-3-pentanone), C(CC(O)(C(=O)O)CC(=O)O)(=O)O (citric acid), C(C)O (ethanol), [BH4-].[Na+] (NaBH4). The solvent is O1CCOCC1 (dioxane). The product is N1=C(C=CC2=CC=CC=C12)COC1=CC=C(C=C1)CCC(CCC1=CC=C(C=C1)OCC1=NC2=CC=CC=C2C=C1)O (1,5-bis(4-(2-quinolylmethoxy)phenyl)-3-pentanol). Isolated yield 103.7%. As a reaction SMILES: [N:1]1[C:10]2[C:5](=[CH:6][CH:7]=[CH:8][CH:9]=2)[CH:4]=[CH:3][C:2]=1[CH2:11][O:12][C:13]1[CH:18]=[CH:17][C:16]([CH2:19][CH2:20][C:21](=[O:42])[CH2:22][CH2:23][C:24]2[CH:29]=[CH:28][C:27]([O:30][CH2:31][C:32]3[CH:41]=[CH:40][C:39]4[C:34](=[CH:35][CH:36]=[CH:37][CH:38]=4)[N:33]=3)=[CH:26][CH:25]=2)=[CH:15][CH:14]=1.C(O)C.[BH4-].[Na+].C(O)(=O)CC(CC(O)=O)(C(O)=O)O>O1CCOCC1>[N:1]1[C:10]2[C:5](=[CH:6][CH:7]=[CH:8][CH:9]=2)[CH:4]=[CH:3][C:2]=1[CH2:11][O:12][C:13]1[CH:18]=[CH:17][C:16]([CH2:19][CH2:20][CH:21]([OH:42])[CH2:22][CH2:23][C:24]2[CH:29]=[CH:28][C:27]([O:30][CH2:31][C:32]3[CH:41]=[CH:40][C:39]4[C:34](=[CH:35][CH:36]=[CH:37][CH:38]=4)[N:33]=3)=[CH:26][CH:25]=2)=[CH:15][CH:14]=1 |f:2.3|. Procedure: To a solution of 1,5-bis(4-(2-quinolylmethoxy)phenyl)-3-pentanone (2.21 g, 4 mmol), prepared as in step 3, in dioxane (15 mL) and ethanol (35 mL) was added NaBH4 (152 mg, 4 mmol) and the resulting mixture was refluxed for 30 minutes. The solution was then cooled to room temperature, acidified to pH 5 with 10% citric acid and concentrated in vacuo. To the residue was added water (50 mL) and the precipitated solid was filtered to afford 1,5-bis(4-(2-quinolylmethoxy)phenyl)-3-pentanol (2.3 g). Starting materials: C(C)(C)(C)OC(=O)NC1=C(N=C(S1)C1=C(C=CC=C1F)F)C(=O)NC=1C=NC2=CC=CC=C2C1N1C[C@H](CCC1)NC(OC(C)(C)C)=O (tert-butyl {(3S)-1-[3-({[5-[(tert-butoxycarbonyl)amino]-2-(2,6-difluorophenyl)-1,3-thiazol-4-yl]carbonyl}amino)quinolin-4-yl]piperidin-3-yl}carbamate), C(=O)(C(F)(F)F)O (TFA). The solvent is C(Cl)Cl (DCM). Run at time 30 minute. The product is NC1=C(N=C(S1)C1=C(C=CC=C1F)F)C(=O)NC=1C=NC2=CC=CC=C2C1N1C[C@H](CCC1)N (5-Amino-N-{4-[(3S)-3-aminopiperidin-1-yl]quinolin-3-yl}-2-(2,6-difluorophenyl)-1,3-thiazole-4-carboxamide). Isolated yield 25.1%. RXN SMILES: C(OC([NH:8][C:9]1[S:13][C:12]([C:14]2[C:19]([F:20])=[CH:18][CH:17]=[CH:16][C:15]=2[F:21])=[N:11][C:10]=1[C:22]([NH:24][C:25]1[CH:26]=[N:27][C:28]2[C:33]([C:34]=1[N:35]1[CH2:40][CH2:39][CH2:38][C@H:37]([NH:41]C(=O)OC(C)(C)C)[CH2:36]1)=[CH:32][CH:31]=[CH:30][CH:29]=2)=[O:23])=O)(C)(C)C.C(O)(C(F)(F)F)=O>C(Cl)Cl>[NH2:8][C:9]1[S:13][C:12]([C:14]2[C:19]([F:20])=[CH:18][CH:17]=[CH:16][C:15]=2[F:21])=[N:11][C:10]=1[C:22]([NH:24][C:25]1[CH:26]=[N:27][C:28]2[C:33]([C:34]=1[N:35]1[CH2:40][CH2:39][CH2:38][C@H:37]([NH2:41])[CH2:36]1)=[CH:32][CH:31]=[CH:30][CH:29]=2)=[O:23]. Procedure: To a solution of tert-butyl {(3S)-1-[3-({[5-[(tert-butoxycarbonyl)amino]-2-(2,6-difluorophenyl)-1,3-thiazol-4-yl]carbonyl}amino)quinolin-4-yl]piperidin-3-yl}carbamate (115.8 mg, 0.17 mmol) in DCM (2.0 mL) was added TFA (2.0 mL). The mixture was stirred at room temperature for 30 min., and then concentrated under reduced pressure. The resulting residue was purified using RP-HPLC (XBridge™ C18 column, eluting with a gradient of MeCN/water containing 0.15% NH4OH, at flow rate of 30 mL/min.) to affo... Reactants: BrC(Cl)(Cl)Cl (bromotrichloromethane), N12CCCCCC2=NCCC1 (1,8-diazabicylo[5.4.0]undec-7-en), COC(=O)C1CC(C=2C=CC(=NC2C1)C(F)(F)F)=O (5-oxo-2-trifluoromethyl-5,6,7,8-tetrahydro-quinoline-7-carboxylic acid methyl ester). Solvent: C(Cl)Cl (methylene chloride), C(Cl)Cl (methylene chloride), C(C)(=O)OCC (ethyl acetate). Conditions: time 1 hour. Yields the product COC(=O)C1=CC(=C2C=CC(=NC2=C1)C(F)(F)F)O (5-hydroxy-2-trifluoromethyl-quinoline-7-carboxylic acid methyl ester). The yield is 95.0%. RXN SMILES: [CH3:1][O:2][C:3]([CH:5]1[CH2:14][C:13]2[N:12]=[C:11]([C:15]([F:18])([F:17])[F:16])[CH:10]=[CH:9][C:8]=2[C:7](=[O:19])[CH2:6]1)=[O:4].BrC(Cl)(Cl)Cl.N12CCCN=C1CCCCC2>C(Cl)Cl.C(OCC)(=O)C>[CH3:1][O:2][C:3]([C:5]1[CH:14]=[C:13]2[C:8]([CH:9]=[CH:10][C:11]([C:15]([F:18])([F:16])[F:17])=[N:12]2)=[C:7]([OH:19])[CH:6]=1)=[O:4]. Reported procedure: A solution of 5-oxo-2-trifluoromethyl-5,6,7,8-tetrahydro-quinoline-7-carboxylic acid methyl ester (50.0 g) is dissolved in methylene chloride (500 mL) and treated drop wise with a solution of bromotrichloromethane (54.43 g) and 1,8-diazabicylo[5.4.0]undec-7-en (55.72 g) in methylene chloride (100 mL) at 0-5° C. After the addition is complete, the reaction mixture is allowed to warm to room temperature, and stirred for 1 h. The reaction mixture is diluted with ethyl acetate and then washed succes... The reactants are CCCCCc1cnc(-c2cnc(-c3ccc(Br)cc3)nc2)nc1, [C-]#N, CN1CCCC1=O, Cc1ccccc1, N. Yields the product CCCCCc1cnc(-c2cnc(-c3ccc(C#N)cc3)nc2)nc1. RXN SMILES: [Br:1][c:2]1[cH:3][cH:4][c:5](-[c:8]2[n:9][cH:10][c:11](-[c:14]3[n:15][cH:16][c:17]([CH2:20][CH2:21][CH2:22][CH2:23][CH3:24])[cH:18][n:19]3)[cH:12][n:13]2)[cH:6][cH:7]1.[C-:32]#[N:33].[CH3:25][N:26]1[CH2:27][CH2:28][CH2:29][C:30]1=[O:31].[CH3:35][c:36]1[cH:37][cH:38][cH:39][cH:40][cH:41]1.[NH3:34]>>[c:2]1([C:25]#[N:26])[cH:3][cH:4][c:5](-[c:8]2[n:9][cH:10][c:11](-[c:14]3[n:15][cH:16][c:17]([CH2:20][CH2:21][CH2:22][CH2:23][CH3:24])[cH:18][n:19]3)[cH:12][n:13]2)[cH:6][cH:7]1. The reactants are N[C@@H](CCCCN)C(=O)O (lysine), NCCCC[C@@H](C(N)=O)NC(=O)[C@@H](CC=1SC=CC1)N(C(=O)[C@@H](CC1=CC2=CC=CC=C2C=C1)NC(\C=C\CC(C)(C)N)=O)C ((2E)-5-Amino-5-methylhex-2-enoic acid N-((1R)-1-{N-[(1R)-1-(((1S)-5-amino-1-carbamoylpentyl)carbamoyl)-2-(2-thienyl)ethyl]-N-methylcarbamoyl)-2-(2-naphthyl)ethyl}amide). Product: C(C)(=O)NCCCC[C@@H](C(N)=O)NC(=O)[C@@H](CC=1SC=CC1)N(C(=O)[C@@H](CC1=CC2=CC=CC=C2C=C1)NC(\C=C\CC(C)(C)N)=O)C ((2E)-5-Amino-5-methylhex-2-enoic acid N-((1R)-1-{N-[(1R)-1-((1S)-5-acetylamino-1-carbamoylpentylcarbamoyl)-2-(2-thienyl)ethyl]-N-methylcarbamoyl}-2-(2-naphthyl)ethyl}amide). Reaction SMILES: N[C@H:2]([C:8](O)=[O:9])CCCCN.[NH2:11][CH2:12][CH2:13][CH2:14][CH2:15][C@H:16]([NH:20][C:21]([C@H:23]([N:30]([CH3:55])[C:31]([C@H:33]([NH:45][C:46](=[O:54])/[CH:47]=[CH:48]/[CH2:49][C:50]([NH2:53])([CH3:52])[CH3:51])[CH2:34][C:35]1[CH:44]=[CH:43][C:42]2[C:37](=[CH:38][CH:39]=[CH:40][CH:41]=2)[CH:36]=1)=[O:32])[CH2:24][C:25]1[S:26][CH:27]=[CH:28][CH:29]=1)=[O:22])[C:17](=[O:19])[NH2:18]>>[C:8]([NH:11][CH2:12][CH2:13][CH2:14][CH2:15][C@H:16]([NH:20][C:21]([C@H:23]([N:30]([CH3:55])[C:31]([C@H:33]([NH:45][C:46](=[O:54])/[CH:47]=[CH:48]/[CH2:49][C:50]([NH2:53])([CH3:52])[CH3:51])[CH2:34][C:35]1[CH:44]=[CH:43][C:42]2[C:37](=[CH:38][CH:39]=[CH:40][CH:41]=2)[CH:36]=1)=[O:32])[CH2:24][C:25]1[S:26][CH:27]=[CH:28][CH:29]=1)=[O:22])[C:17](=[O:19])[NH2:18])(=[O:9])[CH3:2]. Procedure details: This compound was prepared by acetylation of the epsilon amino group in the lysine fragment using the general method described above and using the compound prepared in example 22 as starting material. Reactants: COC1=C(COCCCOC2=CC=C(C=C2)C2C(CN(CC2)C(=O)OC(C)(C)C)OCCOS(=O)(=O)C2=CC=C(C=C2)C)C=CC=C1 (tert-butyl 4-{4-[3-(2-methoxybenzyloxy)propoxy]phenyl}-3-[2-(toluene-4-sulphonyloxy)ethoxy]piperidine-1-carboxylate), OC1=C(C=CC=C1)CCCC(=O)NC (4-(2-hydroxyphenyl)-N-methylbutyramide). Product: COC1=C(COCCCOC2=CC=C(C=C2)C2C(CN(CC2)C(=O)OC(C)(C)C)OCCOC2=C(C=CC=C2)CCCC(NC)=O)C=CC=C1 (tert-Butyl 4-{4-[3-(2-methoxybenzyloxy)propoxy]phenyl}-3-[2-{2-(3-methylcarbamoylpropyl)phenoxy]ethoxy}piperidine-1-carboxylate). As a reaction SMILES: [CH3:1][O:2][C:3]1[CH:47]=[CH:46][CH:45]=[CH:44][C:4]=1[CH2:5][O:6][CH2:7][CH2:8][CH2:9][O:10][C:11]1[CH:16]=[CH:15][C:14]([CH:17]2[CH2:22][CH2:21][N:20]([C:23]([O:25][C:26]([CH3:29])([CH3:28])[CH3:27])=[O:24])[CH2:19][CH:18]2[O:30][CH2:31][CH2:32]OS(C2C=CC(C)=CC=2)(=O)=O)=[CH:13][CH:12]=1.[OH:48][C:49]1[CH:54]=[CH:53][CH:52]=[CH:51][C:50]=1[CH2:55][CH2:56][CH2:57][C:58]([NH:60][CH3:61])=[O:59]>>[CH3:1][O:2][C:3]1[CH:47]=[CH:46][CH:45]=[CH:44][C:4]=1[CH2:5][O:6][CH2:7][CH2:8][CH2:9][O:10][C:11]1[CH:12]=[CH:13][C:14]([CH:17]2[CH2:22][CH2:21][N:20]([C:23]([O:25][C:26]([CH3:29])([CH3:27])[CH3:28])=[O:24])[CH2:19][CH:18]2[O:30][CH2:31][CH2:32][O:48][C:49]2[CH:54]=[CH:53][CH:52]=[CH:51][C:50]=2[CH2:55][CH2:56][CH2:57][C:58](=[O:59])[NH:60][CH3:61])=[CH:15][CH:16]=1. Procedure details: Analogously to Method G, 0.40 g of tert-butyl 4-{4-[3-(2-methoxybenzyloxy)propoxy]phenyl}-3-[2-(toluene-4-sulphonyloxy)ethoxy]piperidine-1-carboxylate (Example 14b) and 0.23 g of 4-(2-hydroxyphenyl)-N-methylbutyramide are reacted. The title compound is obtained as a colourless resin. Rf=0.25 (200:20:1 dichloromethane-methanol-25% conc. ammonia); Rt=5.73. Starting materials: CC(C)(C)N=C=O, [Li]CCCC, CCCCCC, CC(C)NC(C)C, CCc1cc(Cl)ccc1C(=O)O, C1CCOC1. The product is CC(C(=O)NC(C)(C)C)c1cc(Cl)ccc1C(=O)O. RXN SMILES: [C:20]([CH3:21])([CH3:22])([CH3:23])[N:24]=[C:25]=[O:26].[CH2:32]([Li:33])[CH2:34][CH2:35][CH3:36].[CH3:37][CH2:38][CH2:39][CH2:40][CH2:41][CH3:42].[CH:1]([NH:2][CH:3]([CH3:4])[CH3:5])([CH3:6])[CH3:7].[Cl:8][c:9]1[cH:10][c:11]([CH2:18][CH3:19])[c:12]([C:13](=[O:14])[OH:15])[cH:16][cH:17]1.[O:27]1[CH2:28][CH2:29][CH2:30][CH2:31]1>>[Cl:8][c:9]1[cH:10][c:11]([CH:18]([CH3:19])[C:25]([NH:24][C:20]([CH3:21])([CH3:22])[CH3:23])=[O:26])[c:12]([C:13](=[O:14])[OH:15])[cH:16][cH:17]1.